From a dataset of the Open Reaction Database (ORD), a public repository of structured organic reaction records. describe an organic reaction: reactants, conditions, products, and yield Reactants: C(C)(=O)O[BH-](OC(C)=O)OC(C)=O.[Na+] (sodium triacetoxyborohydride), COC1=CC=C(C=C1)C1=C(OC=2N=CN=C(C21)N[C@@H]2C[C@H](CCC2)N)C2=CC=CC=C2 (trans-N-[5-(4-methoxyphenyl)-6-phenylfuro[2,3-d]pyrimidin-4-yl]-cyclohexane-1,3-diamine), COC(C=O)=O (oxoacetic acid methyl ester), C(C)(=O)O (acetic acid). The solvent is O (water), ClCCl (dichloromethane), ClCCl (dichloromethane). Reaction conditions: time 5 minute. Product: COC(CN[C@@H]1C[C@H](CCC1)NC=1C2=C(N=CN1)OC(=C2C2=CC=C(C=C2)OC)C2=CC=CC=C2)=O ((+/−)-trans-N-(3-{[5-(4-Methoxyphenyl)-6-phenylfuro[2,3-d]pyrimidin-4-yl]amino}cyclohexyl)-glycine methyl ester). RXN SMILES: [CH3:1][O:2][C:3]1[CH:8]=[CH:7][C:6]([C:9]2[C:17]3[C:16]([NH:18][C@H:19]4[CH2:24][CH2:23][CH2:22][C@H:21]([NH2:25])[CH2:20]4)=[N:15][CH:14]=[N:13][C:12]=3[O:11][C:10]=2[C:26]2[CH:31]=[CH:30][CH:29]=[CH:28][CH:27]=2)=[CH:5][CH:4]=1.C(O)(=O)C.[CH3:36][O:37][C:38](=[O:41])[CH:39]=O.C(O[BH-](OC(=O)C)OC(=O)C)(=O)C.[Na+]>ClCCl.O>[CH3:36][O:37][C:38](=[O:41])[CH2:39][NH:25][C@H:21]1[CH2:22][CH2:23][CH2:24][C@H:19]([NH:18][C:16]2[C:17]3[C:9]([C:6]4[CH:5]=[CH:4][C:3]([O:2][CH3:1])=[CH:8][CH:7]=4)=[C:10]([C:26]4[CH:27]=[CH:28][CH:29]=[CH:30][CH:31]=4)[O:11][C:12]=3[N:13]=[CH:14][N:15]=2)[CH2:20]1 |f:3.4|. Reported procedure: Dissolve 132 mg (0.318 mmol) of −(+/−)-cis/trans-N-[5-(4-methoxyphenyl)-6-phenylfuro[2,3-d]pyrimidin-4-yl]-cyclohexane-1,3-diamine (Example 36A) in 1.5 ml of dichloromethane and add 18.7 μl of acetic acid at RT. Add 28 mg (0.318 mmol) of oxoacetic acid methyl ester and, after 5 min, 101 mg (0.478 mmol) of sodium triacetoxyborohydride. Stir the mixture at RT for 2 h and then dilute with water and dichloromethane. Wash the organic phase with saturated sodium carbonate solution, dry over sodium sul... The reactants are C(C)P(OCC)(=O)COC1=C(C=CC(=C1)OC1=C(C=C(C=C1)C(F)(F)F)Cl)[N+](=O)[O-] (ethyl P-ethyl-2-nitro-5-(2-chloro-4-trifluoromethylphenoxy)phenoxymethylphosphinate), P12(=S)SP3(=S)SP(=S)(S1)SP(=S)(S2)S3 (phosphorus pentasulfide). Product: C(C)P(OCC)(=S)COC1=C(C=CC(=C1)OC1=C(C=C(C=C1)C(F)(F)F)Cl)[N+](=O)[O-] (O-ethyl P-ethyl-2-nitro-5-(2-chloro-4-trifluoromethylphenoxy)phenoxymethylphosphinothioate). Reaction SMILES: [CH2:1]([P:3]([CH2:8][O:9][C:10]1[CH:15]=[C:14]([O:16][C:17]2[CH:22]=[CH:21][C:20]([C:23]([F:26])([F:25])[F:24])=[CH:19][C:18]=2[Cl:27])[CH:13]=[CH:12][C:11]=1[N+:28]([O-:30])=[O:29])(=O)[O:4][CH2:5][CH3:6])[CH3:2].P12(SP3(SP(SP(S3)(S1)=S)(=S)S2)=S)=[S:32]>>[CH2:1]([P:3]([CH2:8][O:9][C:10]1[CH:15]=[C:14]([O:16][C:17]2[CH:22]=[CH:21][C:20]([C:23]([F:26])([F:25])[F:24])=[CH:19][C:18]=2[Cl:27])[CH:13]=[CH:12][C:11]=1[N+:28]([O-:30])=[O:29])(=[S:32])[O:4][CH2:5][CH3:6])[CH3:2]. Procedure: A mixture of ethyl P-ethyl-2-nitro-5-(2-chloro-4-trifluoromethylphenoxy)phenoxymethylphosphinate (4.7 mmol) and phosphorus pentasulfide (1.2 mmol) is heated to 150°-160° under nitrogen for 3-4 hours. After cooling, the residue is purified by prep. TLC to give O-ethyl P-ethyl-2-nitro-5-(2-chloro-4-trifluoromethylphenoxy)phenoxymethylphosphinothioate.